Dataset: the Open Reaction Database (ORD), a public repository of structured organic reaction records. Task: describe an organic reaction: reactants, conditions, products, and yield Reported procedure: A mixture of 4,4'-dimercaptobiphenyl (41.7 grams, 0.19 mole), 50% NaOH [31.2 grams (15.6 grams, 0.39 mole NaOH)], water (100 mL) and 2 β ethanol (60 mL) was heated under nitrogen under stirring while 2-chloroethanol (31.5 grams, 0.39 mole) was added dropwise at reflux. When addition was completed, additional 2 β ethanol (60 mL) was added to facilitate stirring. After being heated an additional 2.0 hours at reflux, the reaction mixture was allowed to cool and the product was collected by vacuum f... Reaction SMILES: [SH:1][C:2]1[CH:7]=[CH:6][C:5]([C:8]2[CH:13]=[CH:12][C:11]([SH:14])=[CH:10][CH:9]=2)=[CH:4][CH:3]=1.[OH-].[Na+].O.Cl[CH2:19][CH2:20][OH:21].[CH2:22]([OH:24])[CH3:23]>>[OH:21][CH2:20][CH2:19][S:1][C:2]1[CH:3]=[CH:4][C:5]([C:8]2[CH:13]=[CH:12][C:11]([S:14][CH2:23][CH2:22][OH:24])=[CH:10][CH:9]=2)=[CH:6][CH:7]=1 |f:1.2|. Reactants: ClCCO (2-chloroethanol), SC1=CC=C(C=C1)C1=CC=C(C=C1)S (4,4'-dimercaptobiphenyl), [OH-].[Na+] (NaOH), O (water), C(C)O (ethanol), C(C)O (ethanol). Product: OCCSC1=CC=C(C=C1)C1=CC=C(C=C1)SCCO (4,4'-Bis(2-hydroxyethylthio)biphenyl).